Task: describe an organic reaction: reactants, conditions, products, and yield. Dataset: the Open Reaction Database (ORD), a public repository of structured organic reaction records The reactants are Cl.Cl.NCCOC1=NOC2=C1C=CC=N2 (3-(2-aminoethoxy)pyrido[3,2-d]isoxazole dihydrochloride), [OH-].[Na+] (sodium hydroxide). Run in O (water). Yields the product Cl.NCCOC1=NOC2=C1C=CC=N2 (3-(2-Aminoethoxy)pyrido[3,2-d]isoxazole Hydrochloride). Isolated yield 94.0%. RXN SMILES: [ClH:1].Cl.[NH2:3][CH2:4][CH2:5][O:6][C:7]1[C:11]2[CH:12]=[CH:13][CH:14]=[N:15][C:10]=2[O:9][N:8]=1.[OH-].[Na+]>O>[ClH:1].[NH2:3][CH2:4][CH2:5][O:6][C:7]1[C:11]2[CH:12]=[CH:13][CH:14]=[N:15][C:10]=2[O:9][N:8]=1 |f:0.1.2,3.4,6.7|. Reported procedure: To a solvent of 3-(2-aminoethoxy)pyrido[3,2-d]isoxazole dihydrochloride in water (10 ml) was added aqueous 1N sodium hydroxide solution (16 ml) with stirring under ice cooling, and the mixture was then stirred at the same temperature for 5 minutes. The reaction mixture was evaporated under reduced pressure and the title compound (3.2 g, 94%) was obtained as colorless crystals by recrystallizing from methanol-water mixture (1:1).